Dataset: the Open Reaction Database (ORD), a public repository of structured organic reaction records. Task: describe an organic reaction: reactants, conditions, products, and yield Starting materials: C1CCNCC1, CCO, Nc1cc(Nc2cccc(Cl)c2)nc2c(C=O)cnn12, O=C1CNC(=O)N1, O. Yields the product Nc1cc(Nc2cccc(Cl)c2)nc2c(C=C3NC(=O)NC3=O)cnn12. Reaction SMILES: [CH2:31]1[CH2:32][CH2:33][NH:34][CH2:35][CH2:36]1.[CH3:21][CH2:22][OH:23].[NH2:1][c:2]1[cH:3][c:4]([NH:13][c:14]2[cH:15][c:16]([Cl:20])[cH:17][cH:18][cH:19]2)[n:5][c:6]2[n:7]1[n:8][cH:9][c:10]2[CH:11]=[O:12].[O:24]=[C:25]1[CH2:26][NH:27][C:28](=[O:29])[NH:30]1.[OH2:37]>>[NH2:1][c:2]1[cH:3][c:4]([NH:13][c:14]2[cH:15][c:16]([Cl:20])[cH:17][cH:18][cH:19]2)[n:5][c:6]2[n:7]1[n:8][cH:9][c:10]2[CH:11]=[C:26]1[C:25](=[O:24])[NH:30][C:28](=[O:29])[NH:27]1. Reactants: Cc1nc2cccc(N)c2s1, CC(=O)O, [Cl-], Cl, O=N[O-], [Na+], O=S=O, O, O, O. Product: Cc1nc2cccc(S(=O)(=O)Cl)c2s1. As a reaction SMILES: [CH3:1][c:2]1[s:3][c:4]2[c:5]([n:6]1)[cH:7][cH:8][cH:9][c:10]2[NH2:11].[CH3:24][C:25](=[O:26])[OH:27].[Cl-:21].[ClH:22].[N:12]([O-:13])=[O:14].[Na+:15].[O:16]=[S:17]=[O:18].[OH2:19].[OH2:20].[OH2:23]>>[CH3:1][c:2]1[s:3][c:4]2[c:5]([n:6]1)[cH:7][cH:8][cH:9][c:10]2[S:17](=[O:16])(=[O:18])[Cl:21]. Starting materials: BrBr (bromine), [O-]S(=O)(=S)[O-].[Na+].[Na+] (Na2S2O3), BrBr (bromine), FC=1C=C(C=CC1OC)C1=NSC(=C1)NC(=O)[C@H]1[C@@H](C1)C ((R,R)—N-[3-(3-fluoro-4-methoxy-phenyl)isothiazol-5-yl]-2-methylcyclopropanecarboxamide). The solvent is ClCCl (dichloromethane), CCOC(=O)C (EtOAc). The product is BrC=1C(=NSC1NC(=O)[C@H]1[C@@H](C1)C)C1=CC(=C(C=C1)OC)F ((R,R)—N-[4-bromo-3-(3-fluoro-4-methoxyphenyl)isothiazol-5-yl]-2-methyl-cyclopropanecarboxamide). Isolated yield 97.1%. Reaction SMILES: [Br:1]Br.[F:3][C:4]1[CH:5]=[C:6]([C:12]2[CH:16]=[C:15]([NH:17][C:18]([C@@H:20]3[CH2:22][C@H:21]3[CH3:23])=[O:19])[S:14][N:13]=2)[CH:7]=[CH:8][C:9]=1[O:10][CH3:11].[O-]S([O-])(=S)=O.[Na+].[Na+]>ClCCl.CCOC(C)=O>[Br:1][C:16]1[C:12]([C:6]2[CH:7]=[CH:8][C:9]([O:10][CH3:11])=[C:4]([F:3])[CH:5]=2)=[N:13][S:14][C:15]=1[NH:17][C:18]([C@@H:20]1[CH2:22][C@H:21]1[CH3:23])=[O:19] |f:2.3.4|. Procedure details: Add bromine (0.15 mL, 0.47 g, 2.94 mmol) to (R,R)—N-[3-(3-fluoro-4-methoxy-phenyl)isothiazol-5-yl]-2-methylcyclopropanecarboxamide (0.45 g, 1.47 mmol) in dichloromethane (3 mL) dropwise. Monitor by TLC and stop bromine addition when complete. Dilute the reaction mixture with EtOAc (100 mL) and pour into aqueous Na2S2O3 (1 N). Collect the organic phase, wash with brine (50 mL) and water (80 mL), and evaporate. Chromatograph over silica gel, eluting with 10-50% EtOAc in hexane, to afford (R,R)—N-[...